Dataset: the Open Reaction Database (ORD), a public repository of structured organic reaction records. Task: describe an organic reaction: reactants, conditions, products, and yield Starting materials: O=C1CCN(CC1)[C@@H](CC#N)C ((R)-3-(4-oxo-piperidin-1-yl)-butyronitrile), FC(OC1=CC=C(N)C=C1)(F)F (4-(trifluoromethoxy)aniline). Product: FC(OC1=CC=C(C=C1)NC1CCN(CC1)[C@@H](CC#N)C)(F)F ((R)-3-[4-(4-trifluoromethoxy-phenylamino)-piperidin-1-yl]-butyronitrile). Isolated yield 113.0%. As a reaction SMILES: O=[C:2]1[CH2:7][CH2:6][N:5]([C@H:8]([CH3:12])[CH2:9][C:10]#[N:11])[CH2:4][CH2:3]1.[F:13][C:14]([F:24])([F:23])[O:15][C:16]1[CH:22]=[CH:21][C:19]([NH2:20])=[CH:18][CH:17]=1>>[F:13][C:14]([F:23])([F:24])[O:15][C:16]1[CH:17]=[CH:18][C:19]([NH:20][CH:2]2[CH2:7][CH2:6][N:5]([C@H:8]([CH3:12])[CH2:9][C:10]#[N:11])[CH2:4][CH2:3]2)=[CH:21][CH:22]=1. Procedure details: Using general procedure A, (R)-3-(4-oxo-piperidin-1-yl)-butyronitrile (2.0 g, 12 mmol) and 4-(trifluoromethoxy)aniline (1.34 mL, 10.0 mmol) gave (R)-3-[4-(4-trifluoromethoxy-phenylamino)-piperidin-1-yl]-butyronitrile as a pale yellow solid (3.7 g, 94%). Starting materials: S(O)(O)(=O)=O (sulfuric acid), NC1=C(C(=O)C2=CC(=C(C=C2)OC)OC)C=C2C(=C1)OCCO2 (2-amino-4,5-ethylenedioxy-3',4'-dimethoxybenzophenone), ClCC(CC(=O)OCC)=O (ethyl 4-chloroacetoacetate). The solvent is C(C)(=O)O (acetic acid). Conditions: temperature 100 celsius, time 3 hour. The product is ClCC1=NC2=CC3=C(C=C2C(=C1C(=O)OCC)C1=CC(=C(C=C1)OC)OC)OCCO3 (ethyl 2-chloromethyl-6,7-ethylenedioxy-4-(3,4-dimethoxyphenyl)quinoline-3-carboxylate). The yield is 60.1%. RXN SMILES: S(=O)(=O)(O)O.[NH2:6][C:7]1[CH:24]=[C:23]2[O:25][CH2:26][CH2:27][O:28][C:22]2=[CH:21][C:8]=1[C:9]([C:11]1[CH:16]=[CH:15][C:14]([O:17][CH3:18])=[C:13]([O:19][CH3:20])[CH:12]=1)=O.[Cl:29][CH2:30][C:31](=O)[CH2:32][C:33]([O:35][CH2:36][CH3:37])=[O:34]>C(O)(=O)C>[Cl:29][CH2:30][C:31]1[C:32]([C:33]([O:35][CH2:36][CH3:37])=[O:34])=[C:9]([C:11]2[CH:16]=[CH:15][C:14]([O:17][CH3:18])=[C:13]([O:19][CH3:20])[CH:12]=2)[C:8]2[C:7](=[CH:24][C:23]3[O:25][CH2:26][CH2:27][O:28][C:22]=3[CH:21]=2)[N:6]=1. Reported procedure: Conc. sulfuric acid (0.3 ml) was added to a mixture of 2-amino-4,5-ethylenedioxy-3',4'-dimethoxybenzophenone (6.5 g), ethyl 4-chloroacetoacetate (3.7 g) and acetic acid (60 ml), and the mixture was stirred at 100° C. for 3 hours. The reaction mixture was concentrated under reduced pressure. The residue was poured into water and made alkaline with 2N sodium hydroxide, and extracted with chloroform. The chloroform layer was washed with water and dried over magnesium sulfate, and the solvent was ev... The reactants are O (Water), ClC1=C(C(=NN1C)C)S(=O)(=O)NOC (5-chloro-1,3-dimethyl-N-methoxy-4-pyrazolesulfonamide), [N+](=O)([O-])C1=C(C=CC(=C1)[N+](=O)[O-])Cl (2,4-dinitrochlorobenzene), [H-].[Na+] (sodium hydride). The solvent is CN(C)C=O (DMF). The product is ClC1=C(C(=NN1C)C)S(=O)(=O)N(OC)C1=C(C=C(C=C1)[N+](=O)[O-])[N+](=O)[O-] (5-Chloro-1,3-dimethyl-N-(2,4-dinitrophenyl)-N-methoxy-4-pyrazolesulfonamide). The yield is 80.1%. Reaction SMILES: [Cl:1][C:2]1[N:6]([CH3:7])[N:5]=[C:4]([CH3:8])[C:3]=1[S:9]([NH:12][O:13][CH3:14])(=[O:11])=[O:10].[N+:15]([C:18]1[CH:23]=[C:22]([N+:24]([O-:26])=[O:25])[CH:21]=[CH:20][C:19]=1Cl)([O-:17])=[O:16].[H-].[Na+].O>CN(C=O)C>[Cl:1][C:2]1[N:6]([CH3:7])[N:5]=[C:4]([CH3:8])[C:3]=1[S:9]([N:12]([C:19]1[CH:20]=[CH:21][C:22]([N+:24]([O-:26])=[O:25])=[CH:23][C:18]=1[N+:15]([O-:17])=[O:16])[O:13][CH3:14])(=[O:10])=[O:11] |f:2.3|. Procedure: To a solution of 5-chloro-1,3-dimethyl-N-methoxy-4-pyrazolesulfonamide (0.48 g (2.00 mmol)) and 2,4-dinitrochlorobenzene (0.49 g (2.42 mmol)) in DMF (3.0 ml), sodium hydride (60%, 0.09 g (2.25 mmol)) was added dropwise under cooling with ice and with stirring and the mixture was stirred under cooling with ice for one hour and at room temperature for one hour. Water was added to the reaction mixture and the resulting mixture was extracted with ethyl acetate. The extract was washed with water, dri... The reactants are BrC1=CN(C2=CC=CC=C12)S(=O)(=O)C1=CC=C(C)C=C1 (3-bromo-1-tosylindole), N1CCNCC1 (piperazine), C=1C=CC(=CC1)P(C=2C=CC=CC2)C3=CC=C4C=CC=CC4=C3C5=C6C=CC=CC6=CC=C5P(C=7C=CC=CC7)C=8C=CC=CC8 (BINAP), C([O-])([O-])=O.[Cs+].[Cs+] (cesium carbonate). Reagents/catalysts: C(C)(=O)[O-].[Pd+2].C(C)(=O)[O-] (palladium acetate). The solvent is C1(=CC=CC=C1)C (toluene). Yields the product N1(CCNCC1)C1=CN(C2=CC=CC=C12)S(=O)(=O)C1=CC=C(C)C=C1 (3-(1-Piperazyl)-1-tosylindole). The yield is 64.7%. Reaction SMILES: Br[C:2]1[C:10]2[C:5](=[CH:6][CH:7]=[CH:8][CH:9]=2)[N:4]([S:11]([C:14]2[CH:20]=[CH:19][C:17]([CH3:18])=[CH:16][CH:15]=2)(=[O:13])=[O:12])[CH:3]=1.[NH:21]1[CH2:26][CH2:25][NH:24][CH2:23][CH2:22]1.C1C=CC(P(C2C(C3C(P(C4C=CC=CC=4)C4C=CC=CC=4)=CC=C4C=3C=CC=C4)=C3C(C=CC=C3)=CC=2)C2C=CC=CC=2)=CC=1.C(=O)([O-])[O-].[Cs+].[Cs+]>C1(C)C=CC=CC=1.C([O-])(=O)C.[Pd+2].C([O-])(=O)C>[N:21]1([C:2]2[C:10]3[C:5](=[CH:6][CH:7]=[CH:8][CH:9]=3)[N:4]([S:11]([C:14]3[CH:20]=[CH:19][C:17]([CH3:18])=[CH:16][CH:15]=3)(=[O:13])=[O:12])[CH:3]=2)[CH2:26][CH2:25][NH:24][CH2:23][CH2:22]1 |f:3.4.5,7.8.9|. Procedure details: To a solution of 3-bromo-1-tosylindole (105 mg, 0.3 mmol) and anhydrous piperazine (258 mg, 3.0 mmol) in toluene (4.5 mL) was added palladium acetate (13.4 mg, 0.055 mmol), BINAP (40.3 mg, 0.065 mmol), and cesium carbonate (318 mmol, 0.9 mmol), and the resulting mixture was refluxed for 6 hours. The reaction solution was cooled to room temperature and the precipitated salt was separated by filtration, and the filtrate was concentrated to afford a crude product. The crude product was purified by ...